Task: describe an organic reaction: reactants, conditions, products, and yield. Dataset: the Open Reaction Database (ORD), a public repository of structured organic reaction records Starting materials: ClCC(=O)N1CCN(CC1)C1=CC=C(C=C1)F (2-Chloro-1-[4-(4-fluoro-phenyl)-piperazin-1-yl]-ethanone), C([O-])([O-])=O.[K+].[K+] (potassium carbonate), [N+](=O)([O-])C=1C=C2C=NNC2=CC1 (5-Nitro-1H-indazole). Solvent: CN(C)C=O (DMF), CN(C)C=O (DMF). Reaction conditions: time 1 hour. Yields the product FC1=CC=C(C=C1)N1CCN(CC1)C(CN1N=CC2=CC(=CC=C12)[N+](=O)[O-])=O (1-[4-(4-Fluoro-phenyl)-piperazin-1-yl]-2-[5-nitro-indazol-1-yl]-ethanone). RXN SMILES: Cl[CH2:2][C:3]([N:5]1[CH2:10][CH2:9][N:8]([C:11]2[CH:16]=[CH:15][C:14]([F:17])=[CH:13][CH:12]=2)[CH2:7][CH2:6]1)=[O:4].C(=O)([O-])[O-].[K+].[K+].[N+:24]([C:27]1[CH:28]=[C:29]2[C:33](=[CH:34][CH:35]=1)[NH:32][N:31]=[CH:30]2)([O-:26])=[O:25]>CN(C=O)C>[F:17][C:14]1[CH:15]=[CH:16][C:11]([N:8]2[CH2:9][CH2:10][N:5]([C:3](=[O:4])[CH2:2][N:32]3[C:33]4[C:29](=[CH:28][C:27]([N+:24]([O-:26])=[O:25])=[CH:35][CH:34]=4)[CH:30]=[N:31]3)[CH2:6][CH2:7]2)=[CH:12][CH:13]=1 |f:1.2.3|. Procedure: 2-Chloro-1-[4-(4-fluoro-phenyl)-piperazin-1-yl]-ethanone (0.834 g, 3.3 mmol) was taken in dry DMF (15 mL) and dry potassium carbonate (1.6 g, 11.6 mmol) was added to it and the reaction mixture stirred at room temperature for 1 h under nitrogen. 5-Nitro-1H-indazole (0.5 g, 2.9 mmol) in DMF (2 mL) was then added to the mixture through a syringe. The reaction was heated at 70° C. for 14 h, cooled and then quenched with water and extracted with ethyl acetate. Drying of the organic layer with Na2SO4...